Dataset: the Open Reaction Database (ORD), a public repository of structured organic reaction records. Task: describe an organic reaction: reactants, conditions, products, and yield Reported procedure: {2-[[4-(tert-Butyl-dimethyl-silanyloxy)-1-(4-chloro-benzoyl)-pyrrolidin-3-yl]-(2-chloro-acetyl)-amino]-ethyl}-carbamic acid tert-butyl ester (260 mg, 0.45 mmol) was dissolved in 1 mL of 4M HCl in dioxane solution. The mixture was stirred at RT for 1.5 h. After concentrating, a white solid was formed (200 mg). The LC-Mass showed two products as showed above. MS: (ESI), M/Z, 360 (M+1). Retention time: 1.31 min (FA-polar). MS: (ESI), M/Z, 474 (M+1). Retention time: 2.20 min (FA-polar). Product: NCCN(C(CCl)=O)C1CN(CC1O)C(C1=CC=C(C=C1)Cl)=O (N-(2-Amino-ethyl)-2-chloro-N-[1-(4-chloro-benzoyl)-4-hydroxy-pyrrolidin-3-yl]-acetamide). The solvent is Cl (HCl), O1CCOCC1 (dioxane). Reaction conditions: time 1.5 hour. Reactants: C(C)(C)(C)OC(NCCN(C(CCl)=O)C1CN(CC1O[Si](C)(C)C(C)(C)C)C(C1=CC=C(C=C1)Cl)=O)=O ({2-[[4-(tert-Butyl-dimethyl-silanyloxy)-1-(4-chloro-benzoyl)-pyrrolidin-3-yl]-(2-chloro-acetyl)-amino]-ethyl}-carbamic acid tert-butyl ester). Reaction SMILES: C(OC(=O)[NH:7][CH2:8][CH2:9][N:10]([CH:15]1[CH:19]([O:20][Si](C(C)(C)C)(C)C)[CH2:18][N:17]([C:28](=[O:36])[C:29]2[CH:34]=[CH:33][C:32]([Cl:35])=[CH:31][CH:30]=2)[CH2:16]1)[C:11](=[O:14])[CH2:12][Cl:13])(C)(C)C>Cl.O1CCOCC1>[NH2:7][CH2:8][CH2:9][N:10]([CH:15]1[CH:19]([OH:20])[CH2:18][N:17]([C:28](=[O:36])[C:29]2[CH:30]=[CH:31][C:32]([Cl:35])=[CH:33][CH:34]=2)[CH2:16]1)[C:11](=[O:14])[CH2:12][Cl:13]. Starting materials: COC=1C(NC=CC1)=O (3-methoxy-2(1H)-pyridone), [OH-].[K+] (potassium hydroxide), C(C)I (ethyl iodide). Run in C(C)O (ethanol). Yields the product C(C)N1C(C(=CC=C1)OC)=O (1-ethyl-3-methoxy-2(1H)-pyridone). RXN SMILES: [CH3:1][O:2][C:3]1[C:4](=[O:9])[NH:5][CH:6]=[CH:7][CH:8]=1.[OH-].[K+].[CH2:12](I)[CH3:13]>C(O)C>[CH2:12]([N:5]1[CH:6]=[CH:7][CH:8]=[C:3]([O:2][CH3:1])[C:4]1=[O:9])[CH3:13] |f:1.2|. Reported procedure: A mixture of 3-methoxy-2(1H)-pyridone (12.5 g., 0.10 moles), potassium hydroxide (8.0 g., 0.12 moles) and ethyl iodide (31.2 g., 0.02 moles) in 200 ml. ethanol is heated at reflux for 4 hours. Proceeding as previous preparations affords 1-ethyl-3-methoxy-2(1H)-pyridone as a clear yellow oil (14.1 g., 92%). Starting materials: O=C([O-])[O-], CC(C)CNC(=O)C(C)c1ccc(Br)cc1, [K+], [K+], C1COCCO1, O, O, c1ccc(P(c2ccccc2)(c2ccccc2)[Pd](P(c2ccccc2)(c2ccccc2)c2ccccc2)(P(c2ccccc2)(c2ccccc2)c2ccccc2)P(c2ccccc2)(c2ccccc2)c2ccccc2)cc1, OB(O)c1ccsc1. Yields the product CC(C)CNC(=O)C(C)c1ccc(-c2ccsc2)cc1. Reaction SMILES: [C:25](=[O:26])([O-:27])[O-:28].[CH3:1][CH:2]([CH2:3][NH:4][C:5]([CH:6]([CH3:7])[c:8]1[cH:9][cH:10][c:11]([Br:14])[cH:12][cH:13]1)=[O:15])[CH3:16].[K+:29].[K+:30].[O:32]1[CH2:33][CH2:34][O:35][CH2:36][CH2:37]1.[OH2:31].[OH2:38].[cH:39]1[cH:40][cH:41][c:42]([P:43]([Pd:44]([P:45]([c:46]2[cH:47][cH:48][cH:49][cH:50][cH:51]2)([c:52]2[cH:53][cH:54][cH:55][cH:56][cH:57]2)[c:58]2[cH:59][cH:60][cH:61][cH:62][cH:63]2)([P:64]([c:65]2[cH:66][cH:67][cH:68][cH:69][cH:70]2)([c:71]2[cH:72][cH:73][cH:74][cH:75][cH:76]2)[c:77]2[cH:78][cH:79][cH:80][cH:81][cH:82]2)[P:83]([c:84]2[cH:85][cH:86][cH:87][cH:88][cH:89]2)([c:90]2[cH:91][cH:92][cH:93][cH:94][cH:95]2)[c:96]2[cH:97][cH:98][cH:99][cH:100][cH:101]2)([c:102]2[cH:103][cH:104][cH:105][cH:106][cH:107]2)[c:108]2[cH:109][cH:110][cH:111][cH:112][cH:113]2)[cH:114][cH:115]1.[s:17]1[cH:18][c:19]([B:22]([OH:23])[OH:24])[cH:20][cH:21]1>>[CH3:1][CH:2]([CH2:3][NH:4][C:5]([CH:6]([CH3:7])[c:8]1[cH:9][cH:10][c:11](-[c:19]2[cH:18][s:17][cH:21][cH:20]2)[cH:12][cH:13]1)=[O:15])[CH3:16]. Reactants: CCOC(=O)/N=N/C(=O)OCC (Diethylazodicarboxylate), OC=1C=C2CCC(NC2=CC1)=O (6-hydroxy-3,4-dihydro-2(1H)-quinolinone), C1(=CC=CC=C1)P(C1=CC=CC=C1)C1=CC=CC=C1 (triphenylphosphine), C(=O)(OC(C)(C)C)N1CCC(CC1)CO (N-Boc-4-piperidinemethanol). Run in O1CCCC1 (tetrahydrofuran), [Cl-].[Na+].O (brine). Conditions: temperature 20 celsius, time 16 hour. Yields the product O=C1NC2=CC=C(C=C2CC1)OCC1CCN(CC1)C(=O)OC(C)(C)C (tert-butyl 4-(((2-oxo-1,2,3,4-tetrahydroquinolin-6-yl)oxy)methyl)-piperidine-1-carboxylate). As a reaction SMILES: CCOC(/N=N/C(OCC)=O)=O.[OH:13][C:14]1[CH:15]=[C:16]2[C:21](=[CH:22][CH:23]=1)[NH:20][C:19](=[O:24])[CH2:18][CH2:17]2.C1(P(C2C=CC=CC=2)C2C=CC=CC=2)C=CC=CC=1.[C:44]([N:51]1[CH2:56][CH2:55][CH:54]([CH2:57]O)[CH2:53][CH2:52]1)([O:46][C:47]([CH3:50])([CH3:49])[CH3:48])=[O:45]>O1CCCC1.[Cl-].[Na+].O>[O:24]=[C:19]1[CH2:18][CH2:17][C:16]2[C:21](=[CH:22][CH:23]=[C:14]([O:13][CH2:57][CH:54]3[CH2:55][CH2:56][N:51]([C:44]([O:46][C:47]([CH3:48])([CH3:50])[CH3:49])=[O:45])[CH2:52][CH2:53]3)[CH:15]=2)[NH:20]1 |f:5.6.7|. Reported procedure: Diethylazodicarboxylate (40% solution in toluene, 3.3 mL, 7.4 mmol) was added to a mixture of 6-hydroxy-3,4-dihydro-2(1H)-quinolinone (2) (1.0 g, 6.1 mmol), triphenylphosphine (1.607 g, 6.1 mmol), and N-Boc-4-piperidinemethanol (1) (1.32 g, 6.1 mmol) in anhydrous tetrahydrofuran (25 mL) at 0° C. After the addition, the mixture was stirred at 20° C. for 16 h. The reaction mixture was diluted with brine (20 mL) and stirred for 30 min. The mixture was extracted with ethyl acetate (2×30 mL), and was...